This data is from the Open Reaction Database (ORD), a public repository of structured organic reaction records. The task is: describe an organic reaction: reactants, conditions, products, and yield Starting materials: CCO, [H][H], CCOC(=O)c1c(N=[N+]=[N-])cc(C(F)(F)F)nc1C(F)(F)F. Yields the product CCOC(=O)c1c(N)cc(C(F)(F)F)nc1C(F)(F)F. As a reaction SMILES: [CH3:25][CH2:26][OH:27].[H:23][H:24].[N:1](=[N+:2]=[N-:3])[c:4]1[c:5]([C:18](=[O:19])[O:20][CH2:21][CH3:22])[c:6]([C:14]([F:15])([F:16])[F:17])[n:7][c:8]([C:10]([F:11])([F:12])[F:13])[cH:9]1>>[NH2:1][c:4]1[c:5]([C:18](=[O:19])[O:20][CH2:21][CH3:22])[c:6]([C:14]([F:15])([F:16])[F:17])[n:7][c:8]([C:10]([F:11])([F:12])[F:13])[cH:9]1.